Dataset: the Open Reaction Database (ORD), a public repository of structured organic reaction records. Task: describe an organic reaction: reactants, conditions, products, and yield The reactants are [N+](=O)([O-])C=C(NCCSCC1=C(N=CN1)C)SC (1-nitro-2-methylthio-2-{2-[(4-methyl-1H-imidazol-5-yl)methylthio]ethylamino}ethylene), C(C#CC)N (2-butyn-1-amine). Solvent: C(C)#N (acetonitrile). Run at time 15 hour. Yields the product [N+](=O)([O-])C=C(NCCSCC1=C(N=CN1)C)NCC#CC (1-Nitro-2-(2-butyn-1-ylamino)-2-{2-[(4-methyl-1H-imidazol-5-yl)-methylthio]ethylamino}ethylene). Isolated yield 80.0%. As a reaction SMILES: [N+:1]([CH:4]=[C:5](SC)[NH:6][CH2:7][CH2:8][S:9][CH2:10][C:11]1[NH:15][CH:14]=[N:13][C:12]=1[CH3:16])([O-:3])=[O:2].[CH2:19]([NH2:23])[C:20]#[C:21][CH3:22]>C(#N)C>[N+:1]([CH:4]=[C:5]([NH:23][CH2:19][C:20]#[C:21][CH3:22])[NH:6][CH2:7][CH2:8][S:9][CH2:10][C:11]1[NH:15][CH:14]=[N:13][C:12]=1[CH3:16])([O-:3])=[O:2]. Procedure: A mixture of 1-nitro-2-methylthio-2-{2-[(4-methyl-1H-imidazol-5-yl)methylthio]ethylamino}ethylene (2.25 g, 7.8 mmole) and 2-butyn-1-amine (2.16 g, 31.2 mmole) in acetonitrile (35 ml) was stirred under a positive pressure of nitrogen at reflux temperature for 7 hours and at room temperature for 15 hours. The solvent was removed by evaporation under reduced pressure, and the residue placed on silica gel and chromatographed by gradient elution using methylene chloride-methanol. The appropriate frac... Starting materials: O=C([O-])[O-], CCOC(C)=O, N#CCCl, Oc1cccc(F)c1, [K+], [K+], CN(C)C=O. The product is N#CCOc1cccc(F)c1. Reaction SMILES: [C:9](=[O:10])([O-:11])[O-:12].[CH3:24][CH2:25][O:26][C:27]([CH3:28])=[O:29].[Cl:15][CH2:16][C:17]#[N:18].[F:1][c:2]1[cH:3][c:4]([OH:8])[cH:5][cH:6][cH:7]1.[K+:13].[K+:14].[O:19]=[CH:20][N:21]([CH3:22])[CH3:23]>>[F:1][c:2]1[cH:3][c:4]([O:8][CH2:16][C:17]#[N:18])[cH:5][cH:6][cH:7]1. Run at temperature 60 celsius. Product: ClC(C(C)(C)OC(=O)N1[C@H]2CN(C[C@@H]1C(=C(C2)C2=CC=C(C=C2)O[Si](C)(C)C(C)(C)C)C(=O)OCC)C(=O)OC(C)(C)C)(Cl)Cl ((rac.)-(1R*,5S*)-7-[4-(tert-Butyl-dimethyl-silanyloxy)-phenyl]-3,9-diaza-bicyclo[3.3.1]non-6-ene-3,6,9-tricarboxylic Acid 3-tert-butyl Ester 6-ethyl Ester 9-(2,2,2-trichloro-1,1-dimethyl-ethyl) Ester). The reactants are C(C)OC(=O)C1[C@H]2CN(C[C@@H](C=C1C1=CC=C(C=C1)O[Si](C)(C)C(C)(C)C)N2C)C(=O)OC(C)(C)C ((rac.)-(1R*,5S*)-7-[4-(tert-Butyl-dimethyl-silanyloxy)-phenyl]-9-methyl-3,9-diaza-bicyclo[3.3.1]non-7-ene-3,6-dicarboxylic Acid 3-tert-butyl Ester 6-ethyl Ester), ClC(=O)OC(C(Cl)(Cl)Cl)(C)C (2,2,2-trichloro-1,1-dimethylethyl chloroformate). Procedure details: A mixture of compound B9 (6.16 g, 11.9 mmol) and 2,2,2-trichloro-1,1-dimethylethyl chloroformate (3.15 g, 13.1 mmol) in 1,2-dichloroethane (200 mL) was heated to 60° C. for 20 h. The mixture was allowed to cool to rt, and the solvents were removed under reduced pressure. Purification of the residue by FC (EtOAc/heptane 8:2) yielded the title compound (7.58 g, 90%). LC-MS: tR=1.29 min, ES+: 707.36. Yield: 90.2%. Run in ClCCCl (1,2-dichloroethane). As a reaction SMILES: [CH2:1]([O:3][C:4]([CH:6]1[C:13]([C:14]2[CH:19]=[CH:18][C:17]([O:20][Si:21]([C:24]([CH3:27])([CH3:26])[CH3:25])([CH3:23])[CH3:22])=[CH:16][CH:15]=2)=[CH:12][C@H:11]2[N:28](C)[C@@H:7]1[CH2:8][N:9]([C:30]([O:32][C:33]([CH3:36])([CH3:35])[CH3:34])=[O:31])[CH2:10]2)=[O:5])[CH3:2].Cl[C:38]([O:40][C:41]([CH3:47])([CH3:46])[C:42]([Cl:45])([Cl:44])[Cl:43])=[O:39]>ClCCCl>[Cl:43][C:42]([Cl:45])([Cl:44])[C:41]([O:40][C:38]([N:28]1[C@H:7]2[C:6]([C:4]([O:3][CH2:1][CH3:2])=[O:5])=[C:13]([C:14]3[CH:15]=[CH:16][C:17]([O:20][Si:21]([C:24]([CH3:25])([CH3:26])[CH3:27])([CH3:22])[CH3:23])=[CH:18][CH:19]=3)[CH2:12][C@@H:11]1[CH2:10][N:9]([C:30]([O:32][C:33]([CH3:34])([CH3:36])[CH3:35])=[O:31])[CH2:8]2)=[O:39])([CH3:47])[CH3:46]. Reactants: Cl.N[C@@H]1[C@@H](CCC=C1)C(=O)O (cis-2-Amino-cyclohex-3-enecarboxylic acid hydrochloride), solution, C[Si](C)(C)C=[N+]=[N-] ((trimethylsilyl)diazomethane), C(C)OCC (diethyl ether). Run in CO (methanol), C1=CC=CC=C1 (benzene). Reaction conditions: temperature 0 celsius, time 6 hour. Product: desired crude product, Cl.COC(=O)C1C(C=CCC1)N (2-amino-cyclohex-3-enecarboxylic acid methyl ester hydrochloride). As a reaction SMILES: [ClH:1].[NH2:2][C@H:3]1[CH:8]=[CH:7][CH2:6][CH2:5][C@H:4]1[C:9]([OH:11])=[O:10].[CH3:12][Si](C=[N+]=[N-])(C)C.C(OCC)C>CO.C1C=CC=CC=1>[ClH:1].[CH3:12][O:10][C:9]([CH:4]1[CH2:5][CH2:6][CH:7]=[CH:8][CH:3]1[NH2:2])=[O:11] |f:0.1,6.7|. Procedure: cis-2-Amino-cyclohex-3-enecarboxylic acid hydrochloride (0.5 g, 2.8 mmol) was dissolved in a mixture of methanol (12 mL) and benzene (12 mL) at 25° C., cooled to 0° C., a 2.0 M solution of (trimethylsilyl)diazomethane in diethyl ether (4.2 mL, 8.4 mmol) was added slowly, and, after removing the ice-bath, the reaction mixture was stirred at 25° C. for 6 h. The reaction mixture was concentrated in vacuo, to afford the desired crude product, 2-amino-cyclohex-3-enecarboxylic acid methyl ester hydroc... The reactants are COC=1C=C(C=C(C1OC)OC)B(O)O (3,4,5-Trimethoxyphenylboronic acid), [Si](C)(C)(C(C)(C)C)OCC=1N=CNC1 (4-(tert-butyldimethylsilyloxymethyl)imidazole), N1=CC=CC=C1 (pyridine). The reagents and catalysts are C(C)(=O)O[Cu]OC(C)=O (Bisacetoxycopper). Solvent: ClCCl (dichloromethane). Conditions: time 8 hour. The product is [Si](C)(C)(C(C)(C)C)OCC=1N=CN(C1)C1=CC(=C(C(=C1)OC)OC)OC (4-(tert-Butyldimethylsilyloxymethyl)-1-(3,4,5-trimethoxyphenyl)imidazole). Reaction SMILES: [CH3:1][O:2][C:3]1[CH:4]=[C:5](B(O)O)[CH:6]=[C:7]([O:11][CH3:12])[C:8]=1[O:9][CH3:10].[Si:16]([O:23][CH2:24][C:25]1[N:26]=[CH:27][NH:28][CH:29]=1)([C:19]([CH3:22])([CH3:21])[CH3:20])([CH3:18])[CH3:17].N1C=CC=CC=1>ClCCl.C(O[Cu]OC(=O)C)(=O)C>[Si:16]([O:23][CH2:24][C:25]1[N:26]=[CH:27][N:28]([C:5]2[CH:4]=[C:3]([O:2][CH3:1])[C:8]([O:9][CH3:10])=[C:7]([O:11][CH3:12])[CH:6]=2)[CH:29]=1)([C:19]([CH3:22])([CH3:20])[CH3:21])([CH3:17])[CH3:18]. Procedure details: 3,4,5-Trimethoxyphenylboronic acid (1.56 g) and 4-(tert-butyldimethylsilyloxymethyl)imidazole (1.26 g) were dissolved in dichloromethane (10 mL), and to the solution pyridine (562 mg) was added. Bisacetoxycopper (1.29 g) was then added to the mixture, and the mixture was stirred overnight at room temperature under an argon atmosphere. The reaction mixture was concentrated under reduced pressure, and the residue was diluted with ethyl acetate, washed with water and saturated brine, dried over anh...